This data is from the Open Reaction Database (ORD), a public repository of structured organic reaction records. The task is: describe an organic reaction: reactants, conditions, products, and yield Reagents/catalysts: dcype. Product: Cn3c(c2ccc1ccccc1c2)cnc3c4ccccc4. Reactants: Cn1cncc1c3ccc2ccccc2c3 (effective_coupling_partner), CN(C)C(=O)Oc1ccccc1 (substrate). Run at temperature 110 celsius, time 36 hour. Reactants: [OH-].[K+] (potassium hydroxide), C([O-])([O-])=O.[K+].[K+] (potassium carbonate), ClC1=C2C(=NC=C1)N(C(=C2)C2=CNC1=CC(=C(C=C21)OC)OC)S(=O)(=O)C2=CC=C(C=C2)C (4-chloro-2-(5,6-dimethoxy-1H-indol-3-yl)-1-(toluene-4-sulfonyl)-1H-pyrrolo[2,3-b]pyridine), ClCCCl (1,2-dichloroethane). The reagents and catalysts are [Br-].C(CCC)[N+](CCCC)(CCCC)CCCC (tetrabutylammonium bromide). Conditions: time 5 hour. Product: ClC1=C2C(=NC=C1)N(C(=C2)C2=CN(C1=CC(=C(C=C21)OC)OC)CCCl)S(=O)(=O)C2=CC=C(C=C2)C (4-chloro-2-[1-(2-chloroethyl)-5,6-dimethoxy-1H-indol-3-yl]-1-(toluene-4-sulfonyl)-1H-pyrrolo[2,3-b]pyridine). Reaction SMILES: [OH-].[K+].C(=O)([O-])[O-].[K+].[K+].[Cl:9][C:10]1[CH:15]=[CH:14][N:13]=[C:12]2[N:16]([S:32]([C:35]3[CH:40]=[CH:39][C:38]([CH3:41])=[CH:37][CH:36]=3)(=[O:34])=[O:33])[C:17]([C:19]3[C:27]4[C:22](=[CH:23][C:24]([O:30][CH3:31])=[C:25]([O:28][CH3:29])[CH:26]=4)[NH:21][CH:20]=3)=[CH:18][C:11]=12.[Cl:42][CH2:43][CH2:44]Cl>[Br-].C([N+](CCCC)(CCCC)CCCC)CCC>[Cl:9][C:10]1[CH:15]=[CH:14][N:13]=[C:12]2[N:16]([S:32]([C:35]3[CH:40]=[CH:39][C:38]([CH3:41])=[CH:37][CH:36]=3)(=[O:34])=[O:33])[C:17]([C:19]3[C:27]4[C:22](=[CH:23][C:24]([O:30][CH3:31])=[C:25]([O:28][CH3:29])[CH:26]=4)[N:21]([CH2:44][CH2:43][Cl:42])[CH:20]=3)=[CH:18][C:11]=12 |f:0.1,2.3.4,7.8|. Reported procedure: 0.79 g of potassium hydroxide and 0.61 g of potassium carbonate are added to a solution of 1 g of 4-chloro-2-(5,6-dimethoxy-1H-indol-3-yl)-1-(toluene-4-sulfonyl)-1H-pyrrolo[2,3-b]pyridine and 0.013 g of tetrabutylammonium bromide in 25 ml of 1,2-dichloroethane. The suspension obtained is brought to around 50° C. for approximately 5 hours. After returning to a temperature in the region of 20° C. and agitating at this temperature for approximately 16 hours, the reaction mixture is filtered through... Reactants: CC(C)(C)OC(=O)COCCCCCCCCCCCCBr, CCOC(C)=O, CCCCCC, CO, O, Cc1ccc(S(=O)(=O)O)cc1. Yields the product COC(=O)COCCCCCCCCCCCCBr. Reaction SMILES: [Br:1][CH2:2][CH2:3][CH2:4][CH2:5][CH2:6][CH2:7][CH2:8][CH2:9][CH2:10][CH2:11][CH2:12][CH2:13][O:14][CH2:15][C:16](=[O:17])[O:18][C:19]([CH3:20])([CH3:21])[CH3:22].[C:35]([O:36][CH2:37][CH3:38])(=[O:39])[CH3:40].[CH3:41][CH2:42][CH2:43][CH2:44][CH2:45][CH3:46].[CH3:47][OH:48].[OH2:34].[c:23]1([CH3:24])[cH:25][cH:26][c:27]([S:28]([OH:29])(=[O:30])=[O:31])[cH:32][cH:33]1>>[Br:1][CH2:2][CH2:3][CH2:4][CH2:5][CH2:6][CH2:7][CH2:8][CH2:9][CH2:10][CH2:11][CH2:12][CH2:13][O:14][CH2:15][C:16](=[O:17])[O:18][CH3:19]. The reactants are ClC=1N=CC2=C(N(CC(C(N2)=O)C)C2CCCC2)N1 ((rac)-2-chloro-9-cyclopentyl-7-methyl-5,7,8,9-tetrahydro-pyrimido[4,5-b][1,4]diazepin-6-one), C([O-])([O-])=O.[Cs+].[Cs+] (cesium carbonate), CI (methyl iodide). Solvent: CN(C=O)C (dimethylformamide). Conditions: time 4 hour. Yields the product ClC=1N=CC2=C(N(CC(C(N2C)=O)C)C2CCCC2)N1 ((rac)-2-chloro-9-cyclopentyl-5,7-dimethyl-5,7,8,9-tetrahydro-pyrimido[4,5-b][1,4]diazepin-6-one). Yield: 92.0%. Reaction SMILES: [Cl:1][C:2]1[N:3]=[CH:4][C:5]2[NH:11][C:10](=[O:12])[CH:9]([CH3:13])[CH2:8][N:7]([CH:14]3[CH2:18][CH2:17][CH2:16][CH2:15]3)[C:6]=2[N:19]=1.[C:20](=O)([O-])[O-].[Cs+].[Cs+].CI>CN(C)C=O>[Cl:1][C:2]1[N:3]=[CH:4][C:5]2[N:11]([CH3:20])[C:10](=[O:12])[CH:9]([CH3:13])[CH2:8][N:7]([CH:14]3[CH2:18][CH2:17][CH2:16][CH2:15]3)[C:6]=2[N:19]=1 |f:1.2.3|. Reported procedure: To a solution of 46.72 g (0.166 mole) of (rac)-2-chloro-9-cyclopentyl-7-methyl-5,7,8,9-tetrahydro-pyrimido[4,5-b][1,4]diazepin-6-one in 1000 mL of dimethylformamide was added 81.32 g (0.25 mole) of cesium carbonate, followed by 70.88 g (0.499 mole) of methyl iodide. After stirring four hours, the mixture filtered and then concentrated under reduced pressure. The residue was taken up in ethyl acetate and washed four times with water, once with brine and dried over anhydrous sodium sulfate. The mi... The reactants are C(C)(=O)OC(C)=O (Acetic anhydride), OC(=O)C(F)(F)F.FC1=C(OC2CCN(CC2)C2=C(N=C3C(=N2)CNCC3)NC(C)C)C=CC(=C1)OC (3-(4-(2-fluoro-4-methoxyphenoxy)piperidin-1-yl)-N-isopropyl-5,6,7,8-tetrahydropyrido[3,4-b]pyrazin-2-amine TFA salt), N1=CC=CC=C1 (pyridine). The solvent is C(Cl)Cl (DCM). Reaction conditions: time 1 hour. The product is FC1=C(OC2CCN(CC2)C2=C(N=C3C(=N2)CN(CC3)C(C)=O)NC(C)C)C=CC(=C1)OC (1-(3-(4-(2-fluoro-4-methoxyphenoxy)piperidin-1-yl)-2-(isopropylamino)-7,8-dihydropyrido[3,4-b]pyrazin-6(5H)-yl)ethanone), C(=O)(C(F)(F)F)O (TFA). Isolated yield 460.4%. Reaction SMILES: [C:1](OC(=O)C)(=[O:3])[CH3:2].[OH:8][C:9]([C:11]([F:14])([F:13])[F:12])=[O:10].[F:15][C:16]1[CH:42]=[C:41]([O:43][CH3:44])[CH:40]=[CH:39][C:17]=1[O:18][CH:19]1[CH2:24][CH2:23][N:22]([C:25]2[N:30]=[C:29]3[CH2:31][NH:32][CH2:33][CH2:34][C:28]3=[N:27][C:26]=2[NH:35][CH:36]([CH3:38])[CH3:37])[CH2:21][CH2:20]1.N1C=CC=CC=1>C(Cl)Cl>[F:15][C:16]1[CH:42]=[C:41]([O:43][CH3:44])[CH:40]=[CH:39][C:17]=1[O:18][CH:19]1[CH2:20][CH2:21][N:22]([C:25]2[N:30]=[C:29]3[CH2:31][N:32]([C:1](=[O:3])[CH3:2])[CH2:33][CH2:34][C:28]3=[N:27][C:26]=2[NH:35][CH:36]([CH3:38])[CH3:37])[CH2:23][CH2:24]1.[C:9]([OH:10])([C:11]([F:14])([F:13])[F:12])=[O:8] |f:1.2|. Procedure details: Acetic anhydride (9 μL, 0.095 mmol) was added to a solution of 3-(4-(2-fluoro-4-methoxyphenoxy)piperidin-1-yl)-N-isopropyl-5,6,7,8-tetrahydropyrido[3,4-b]pyrazin-2-amine TFA salt (25.2 mg, 0.048 mmol) and pyridine (11.5 μL, 0.143 mmol) in DCM (500 μL) at rt. After 1 h, the mixture was purified by HPLC Method A to give the title compound as a TFA salt (25.2 mg, 93%) as a yellow film. 1H NMR (400 MHz, methanol-d4, mixture of rotamers) δ ppm 1.32 (d, J=6.6 Hz, 6H), 1.89-2.00 (m, 2H), 2.06-2.15 (m, ... Reactants: FC1=C(C=C(C=C1)O)[C@]1(N=C(O[C@@H](C1)C(F)(F)F)NC(C1=CC=CC=C1)=O)CF (N-((4S,6S)-4-(2-fluoro-5-hydroxyphenyl)-4-(fluoromethyl)-6-(trifluoromethyl)-5,6-dihydro-4H-1,3-oxazin-2-yl)benzamide), ClC1=NC(=CC(=C1)C1=CC=CC=C1)Cl (2,6-dichloro-4-phenylpyridine), C([O-])([O-])=O.[Cs+].[Cs+] (cesium carbonate). Solvent: CS(=O)C (DMSO). Conditions: temperature 100 celsius. The product is ClC1=CC(=CC(=N1)OC=1C=CC(=C(C1)[C@]1(N=C(O[C@@H](C1)C(F)(F)F)N)CF)F)C1=CC=CC=C1 ((4S,6S)-4-(5-((6-chloro-4-phenylpyridin-2-yl)oxy)-2-fluorophenyl)-4-(fluoromethyl)-6-(trifluoromethyl)-5,6-dihydro-4H-1,3-oxazin-2-amine). Isolated yield 2.9%. As a reaction SMILES: [F:1][C:2]1[CH:7]=[CH:6][C:5]([OH:8])=[CH:4][C:3]=1[C@:9]1([CH2:28][F:29])[CH2:14][C@@H:13]([C:15]([F:18])([F:17])[F:16])[O:12][C:11]([NH:19]C(=O)C2C=CC=CC=2)=[N:10]1.[Cl:30][C:31]1[CH:36]=[C:35]([C:37]2[CH:42]=[CH:41][CH:40]=[CH:39][CH:38]=2)[CH:34]=[C:33](Cl)[N:32]=1.C(=O)([O-])[O-].[Cs+].[Cs+]>CS(C)=O>[Cl:30][C:31]1[N:32]=[C:33]([O:8][C:5]2[CH:6]=[CH:7][C:2]([F:1])=[C:3]([C@:9]3([CH2:28][F:29])[CH2:14][C@@H:13]([C:15]([F:17])([F:16])[F:18])[O:12][C:11]([NH2:19])=[N:10]3)[CH:4]=2)[CH:34]=[C:35]([C:37]2[CH:42]=[CH:41][CH:40]=[CH:39][CH:38]=2)[CH:36]=1 |f:2.3.4|. Procedure: In round-bottomed flask were added N-((4S,6S)-4-(2-fluoro-5-hydroxyphenyl)-4-(fluoromethyl)-6-(trifluoromethyl)-5,6-dihydro-4H-1,3-oxazin-2-yl)benzamide (225 mg, 0.543 mmol), 2,6-dichloro-4-phenylpyridine (146 mg, 0.652 mmol), cesium carbonate (230 mg, 0.706 mmol) in DMSO (1358 μl). The flask was heated in 100° C. oil bath for 7 h. After cooling to RT, the reaction mixture was partitioned between EtOAc and water. The aqueous layer was back extracted with EtOAc (2×) and the combined organics was ... The reactants are C(C)(=O)O (acetic acid), Cl.NC(C(=O)OCC)C(=O)OCC (diethyl aminomalonate hydrochloride), C(C)(=O)[O-].[Na+] (sodium acetate), C(C)(=O)O (Acetic acid), O1N=CC=C1 (isoxazole). Run in [O-]CC.[Na+] (sodium ethoxide), C(C)O (ethanol), C(C)O (ethanol), C(C)O (ethanol), [O-]CC.[Na+] (sodium ethoxide), C(C)O (ethanol). Run at time 0.5 hour. Product: NC1=C(NC=C1)C(=O)OCC (3-amino-2-ethoxycarbonylpyrrole). Yield: 106.0%. As a reaction SMILES: O1C=CC=[N:2]1.[C:6](O)(=O)[CH3:7].Cl.[NH2:11][CH:12]([C:18](OCC)=O)[C:13]([O:15][CH2:16][CH3:17])=[O:14].C([O-])(=O)C.[Na+]>C(O)C.[O-]CC.[Na+]>[NH2:2][C:18]1[CH:7]=[CH:6][NH:11][C:12]=1[C:13]([O:15][CH2:16][CH3:17])=[O:14] |f:2.3,4.5,7.8|. Procedure details: A solution of sodium ethoxide in ethanol (2M, 152 mL, 305 mmol) was added slowly to a stirred solution of isoxazole 18 (20 g, 290 mmol) in ethanol (80 mL) in an ice bath with the reaction temperature ≦8° C. After an additional 0.5 h with stirring, acetic acid (5.5 mL, 100 mmol), diethyl aminomalonate hydrochloride (40.9 g, 193 mmol) and sodium acetate (16.4 g, 200 mmol) were added and the mixture was stirred at room temperature for 2 days after which most of the ethanol was removed under vacuum.... Starting materials: COC1=CC=C2CCC(NC2=N1)=O (7-(methyloxy)-3,4-dihydro-1,8-naphthyridin-2(1H)-one), [H-].[Na+] (sodium hydride), O (Water), [N+](=O)([O-])C=1C=C(C=CC1)S(=O)(=O)OC[C@H]1OC1 ((2S)-2-oxiranylmethyl 3-nitrobenzenesulfonate). The solvent is CN(C)C=O (DMF). Run at temperature 0 celsius, time 20 minute. The product is COC1=CC=C2CCC(N(C2=N1)C[C@H]1OC1)=O (7-(Methyloxy)-1-[(2R)-2-oxiranylmethyl]-3,4-dihydro-1,8-naphthyridin-2(1H)-one). As a reaction SMILES: [CH3:1][O:2][C:3]1[N:12]=[C:11]2[C:6]([CH2:7][CH2:8][C:9](=[O:13])[NH:10]2)=[CH:5][CH:4]=1.[H-].[Na+].[N+](C1C=C(S(O[CH2:29][C@@H:30]2[CH2:32][O:31]2)(=O)=O)C=CC=1)([O-])=O.O>CN(C=O)C>[CH3:1][O:2][C:3]1[N:12]=[C:11]2[C:6]([CH2:7][CH2:8][C:9](=[O:13])[N:10]2[CH2:29][C@@H:30]2[CH2:32][O:31]2)=[CH:5][CH:4]=1 |f:1.2|. Procedure: A solution of 7-(methyloxy)-3,4-dihydro-1,8-naphthyridin-2(1H)-one (4.974 g, 27.9 mmol) in DMF (100 ml) at 0° C. under argon was treated with sodium hydride (60%, 1.340 g, 33.5 mmol) and allowed to stir at 0° C. for 20 min. The reaction mixture was then treated with (2S)-2-oxiranylmethyl 3-nitrobenzenesulfonate (7.60 g, 29.3 mmol) and then then allowed warm slowly to rt and stirred at rt for 1 h. Water (5 ml) was then added. Reaction was evaporated, saturated aqueous NaHCO3 (500 ml) was then add... Reactants: ClC1=CC=C(C=C1)C(C#N)=CC=1OC=CC1 (2-(4-chlorophenyl)-3-(2-furyl)acrylonitrile), [BH4-].[Na+] (sodium borohydride), C1CCOC1 (THF), CN(C)C=O (DMF). Solvent: O (water), C(Cl)Cl (methylene chloride), C(C)O (ethanol). Product: ClC1=CC=C(C=C1)C(C#N)CC=1OC=CC1 (2-(4-chlorophenyl)-3-(2-furyl)propionitrile). Yield: 90.4%. As a reaction SMILES: [Cl:1][C:2]1[CH:7]=[CH:6][C:5]([C:8](=[CH:11][C:12]2[O:13][CH:14]=[CH:15][CH:16]=2)[C:9]#[N:10])=[CH:4][CH:3]=1.C1COCC1.CN(C=O)C.[BH4-].[Na+]>O.C(Cl)Cl.C(O)C>[Cl:1][C:2]1[CH:7]=[CH:6][C:5]([CH:8]([CH2:11][C:12]2[O:13][CH:14]=[CH:15][CH:16]=2)[C:9]#[N:10])=[CH:4][CH:3]=1 |f:3.4|. Procedure details: To a flask under a nitrogen atmosphere was added 9.24 g. (0.04 mole) of 2-(4-chlorophenyl)-3-(2-furyl)acrylonitrile in 55 ml. of a 10 to 1 mixture of THF and DMF. While stirring at room temperature, 1.44 g. (0.04 mole) of sodium borohydride in 25 ml. of ethanol was added and the resulting mixture stirred for an additional 18 hours. A mixture of 175 ml. of 6 to 1 methylene chloride and water was added to the reaction while stirring at room temperature. The methylene chloride solution was washed w...